From a dataset of the Open Reaction Database (ORD), a public repository of structured organic reaction records. describe an organic reaction: reactants, conditions, products, and yield Starting materials: C(C)(=O)O (acetic acid), [N+](=O)([O-])C=1C=CC(=C(OCC2CCNCC2)C1)C(C(F)(F)F)(F)F (4-(5-nitro-2-pentafluoroethyl-phenoxymethyl)-piperidine), CC(=O)C (acetone), [BH-](OC(=O)C)(OC(=O)C)OC(=O)C.[Na+] (NaBH(OAc)3), CC(=O)C (acetone). Solvent: ClCCCl (1,2-dichloroethane). Reaction conditions: time 8 hour. Product: C(C)(C)N1CCC(CC1)COC1=C(C=CC(=C1)[N+](=O)[O-])C(C(F)(F)F)(F)F (1-isopropyl-4-(5-nitro-2-pentafluoroethyl-phenoxymethyl)-piperidine). RXN SMILES: [N+:1]([C:4]1[CH:5]=[CH:6][C:7]([C:18]([F:24])([F:23])[C:19]([F:22])([F:21])[F:20])=[C:8]([CH:17]=1)[O:9][CH2:10][CH:11]1[CH2:16][CH2:15][NH:14][CH2:13][CH2:12]1)([O-:3])=[O:2].[CH3:25][C:26]([CH3:28])=O.[BH-](OC(C)=O)(OC(C)=O)OC(C)=O.[Na+].C(O)(=O)C>ClCCCl>[CH:26]([N:14]1[CH2:15][CH2:16][CH:11]([CH2:10][O:9][C:8]2[CH:17]=[C:4]([N+:1]([O-:3])=[O:2])[CH:5]=[CH:6][C:7]=2[C:18]([F:24])([F:23])[C:19]([F:20])([F:21])[F:22])[CH2:12][CH2:13]1)([CH3:28])[CH3:25] |f:2.3|. Procedure details: Dissolved 4-(5-nitro-2-pentafluoroethyl-phenoxymethyl)-piperidine (646 mg) in 1,2-dichloroethane (6.4 ml), then added acetone (136 ul), NaBH(OAc)3 (541 mg) and finally acetic acid (105 ul). Stirred the cloudy yellow solution under N2 at RT overnight. Added another 130 uL acetone and stirred at RT over weekend. Quenched the reaction with 30 mL N NaOH/H2O and stirred 10 min. Extracted with Et2O and the organic layer was brine-washed, dried over Na2SO4, filtered and concentrated in vacuo. Dried und...